From a dataset of the Open Reaction Database (ORD), a public repository of structured organic reaction records. describe an organic reaction: reactants, conditions, products, and yield Reactants: O=C1CCC(=O)N1Br, ClC(Cl)(Cl)Cl, Cc1cccc(S(=O)(=O)Cl)c1, CC(C)(C#N)N=NC(C)(C)C#N. As a reaction SMILES: [Br:1][N:2]1[C:3](=[O:4])[CH2:5][CH2:6][C:7]1=[O:8].[C:32]([Cl:33])([Cl:34])([Cl:35])[Cl:36].[CH3:21][c:22]1[cH:23][c:24]([S:28](=[O:29])(=[O:30])[Cl:31])[cH:25][cH:26][cH:27]1.[N:9]#[C:10][C:11]([N:12]=[N:13][C:14]([C:15]#[N:16])([CH3:17])[CH3:18])([CH3:19])[CH3:20]>>[Br:1][CH2:21][c:22]1[cH:23][c:24]([S:28](=[O:29])(=[O:30])[Cl:31])[cH:25][cH:26][cH:27]1. Product: O=S(=O)(Cl)c1cccc(CBr)c1.